From a dataset of the Open Reaction Database (ORD), a public repository of structured organic reaction records. describe an organic reaction: reactants, conditions, products, and yield Reactants: O (water), [H-].[Na+] (sodium hydride), C1COC2(CCC(CC2)=O)O1 (1,4-cyclohexanedione mono-ethylene ketal), [Cl-].ClC=1C=C(C=C(C1)Cl)C[P+](C1=CC=CC=C1)(C1=CC=CC=C1)C1=CC=CC=C1 (3,5-dichlorophenylmethyltriphenylphosphonium chloride). Solvent: CS(=O)C (dimethyl sulfoxide). Reaction conditions: temperature 90 celsius. The product is ClC=1C=C(C=C(C1)Cl)C=C1CCC2(OCCO2)CC1 (8-(3,5-dichlorophenylmethylene)-1,4-dioxaspiro[4.5]decane). The yield is 32.4%. Reaction SMILES: [H-].[Na+].[Cl-].[Cl:4][C:5]1[CH:6]=[C:7]([CH2:12][P+](C2C=CC=CC=2)(C2C=CC=CC=2)C2C=CC=CC=2)[CH:8]=[C:9]([Cl:11])[CH:10]=1.[CH2:32]1[O:42][C:35]2([CH2:40][CH2:39][C:38](=O)[CH2:37][CH2:36]2)[O:34][CH2:33]1.O>CS(C)=O>[Cl:11][C:9]1[CH:8]=[C:7]([CH:12]=[C:38]2[CH2:39][CH2:40][C:35]3([O:42][CH2:32][CH2:33][O:34]3)[CH2:36][CH2:37]2)[CH:6]=[C:5]([Cl:4])[CH:10]=1 |f:0.1,2.3|. Reported procedure: Under a nitrogen atmosphere, a stirred mixture of 4.2 grams (0.11 mole) of sodium hydride (60% in mineral oil) in 200 mL of anhydrous dimethyl sulfoxide was heated to about 90° C. where it was maintained for 10 minutes. After this time the reaction mixture was cooled to 25° C., and 46.0 grams (0.10 mole) of 3,5-dichlorophenylmethyltriphenylphosphonium chloride was added, followed by 14.0 grams (0.10 mole) of 1,4-cyclohexanedione mono-ethylene ketal. Upon completion of addition the reaction mixtu... The reactants are [Al+3], COC(=O)C1COC(C)(C)N1C(=O)OC(C)(C)C, CCOCC, [H-], [H-], [H-], [H-], [Li+]. Yields the product CC(C)(C)OC(=O)N1C(CO)COC1(C)C. Reaction SMILES: [Al+3:20].[CH3:1][C:2]1([CH3:18])[O:3][CH2:4][CH:5]([C:14](=[O:15])[O:16][CH3:17])[N:6]1[C:7](=[O:8])[O:9][C:10]([CH3:11])([CH3:12])[CH3:13].[CH3:25][CH2:26][O:27][CH2:28][CH3:29].[H-:19].[H-:22].[H-:23].[H-:24].[Li+:21]>>[CH3:1][C:2]1([CH3:18])[O:3][CH2:4][CH:5]([CH2:14][OH:15])[N:6]1[C:7](=[O:8])[O:9][C:10]([CH3:11])([CH3:12])[CH3:13]. Starting materials: C(C)N1N=CC=2C1=NC(=C(C2NC2CCOCC2)CNC(=O)C2=CC(=CC=C2)C(=O)NCC=2C=C(C(=CC2)C)C2=CC(=CC=C2)C=O)CC (N-{[1,6-Diethyl-4-(tetrahydro-2H-pyran-4-ylamino)-1H-pyrazolo[3,4-b]pyridin-5-yl]methyl}-N′-[(3′-formyl-6-methyl-3-biphenylyl)methyl]-1,3-benzene-dicarboxamide), C(C)(=O)O[BH-](OC(C)=O)OC(C)=O.[Na+] (Sodium triacetoxyborohydride), CN1CCNCCC1 (1-methylhexahydro-1H-1,4-diazepine), C(C)(=O)O (acetic acid). Run in C(Cl)Cl (CH2Cl2). Run at time 8 hour. The product is C(C)N1N=CC=2C1=NC(=C(C2NC2CCOCC2)CNC(=O)C2=CC(=CC=C2)C(=O)NCC=2C=C(C(=CC2)C)C2=CC(=CC=C2)CN2CCN(CCC2)C)CC (N-{[1,6-Diethyl-4-(tetrahydro-2H-pyran-4-ylamino)-1H-pyrazolo[3,4-b]pyridin-5-yl]methyl}-N′-({6-methyl-3′-[(4-methylhexahydro-1H-1,4-diazepin-1-yl)methyl]-3-biphenylyl}methyl)-1,3-benzenedicarboxamide). Reaction SMILES: [CH2:1]([N:3]1[C:7]2=[N:8][C:9]([CH2:48][CH3:49])=[C:10]([CH2:19][NH:20][C:21]([C:23]3[CH:28]=[CH:27][CH:26]=[C:25]([C:29]([NH:31][CH2:32][C:33]4[CH:34]=[C:35]([C:40]5[CH:45]=[CH:44][CH:43]=[C:42](C=O)[CH:41]=5)[C:36]([CH3:39])=[CH:37][CH:38]=4)=[O:30])[CH:24]=3)=[O:22])[C:11]([NH:12][CH:13]3[CH2:18][CH2:17][O:16][CH2:15][CH2:14]3)=[C:6]2[CH:5]=[N:4]1)[CH3:2].[CH3:50][N:51]1[CH2:57][CH2:56][CH2:55][NH:54][CH2:53][CH2:52]1.[C:58](O)(=O)C.C(O[BH-](OC(=O)C)OC(=O)C)(=O)C.[Na+]>C(Cl)Cl>[CH2:1]([N:3]1[C:7]2=[N:8][C:9]([CH2:48][CH3:49])=[C:10]([CH2:19][NH:20][C:21]([C:23]3[CH:28]=[CH:27][CH:26]=[C:25]([C:29]([NH:31][CH2:32][C:33]4[CH:34]=[C:35]([C:40]5[CH:45]=[CH:44][CH:43]=[C:42]([CH2:50][N:51]6[CH2:57][CH2:56][CH2:55][N:54]([CH3:58])[CH2:53][CH2:52]6)[CH:41]=5)[C:36]([CH3:39])=[CH:37][CH:38]=4)=[O:30])[CH:24]=3)=[O:22])[C:11]([NH:12][CH:13]3[CH2:18][CH2:17][O:16][CH2:15][CH2:14]3)=[C:6]2[CH:5]=[N:4]1)[CH3:2] |f:3.4|. Procedure: N-{[1,6-Diethyl-4-(tetrahydro-2H-pyran-4-ylamino)-1H-pyrazolo[3,4-b]pyridin-5-yl]methyl}-N′-[(3′-formyl-6-methyl-3-biphenylyl)methyl]-1,3-benzene-dicarboxamide (0.033 g, 0.05 mmol), 1-methylhexahydro-1H-1,4-diazepine (0.007 g, 0.06 mmol), and acetic acid (0.0036 g, 0.06 mmol) were combined in CH2Cl2 (2 mL). Sodium triacetoxyborohydride (0.0148 g, 0.07 mmol) was added and the mixture stirred overnight at room temperature. Solvents were concentrated and the residue taken up in EtOAc. It was washed... Reactants: CNc1cc(NC)cc(C(O)CS(C)(=O)=O)c1, CS(C)=O, N#CCCNc1ccccc1, O. The product is CNc1cc(CC(C#N)=CNc2ccccc2)cc(NC)c1. As a reaction SMILES: [CH3:12][NH:13][c:14]1[cH:15][c:16]([CH:17]([OH:18])[CH2:19][S:20]([CH3:21])(=[O:22])=[O:23])[cH:24][c:25]([NH:27][CH3:28])[cH:26]1.[CH3:29][S:30]([CH3:31])=[O:32].[NH:1]([c:2]1[cH:3][cH:4][cH:5][cH:6][cH:7]1)[CH2:8][CH2:9][C:10]#[N:11].[OH2:33]>>[NH:1]([c:2]1[cH:3][cH:4][cH:5][cH:6][cH:7]1)[CH:8]=[C:9]([C:10]#[N:11])[CH2:17][c:16]1[cH:15][c:14]([NH:13][CH3:12])[cH:26][c:25]([NH:27][CH3:28])[cH:24]1. Reactants: NC=1C=C(C=NC1)C(=O)C1=CN(C2=C1C=NC=C2F)C(CO[Si](C)(C)C(C)(C)C)(C)C ((5-amino-pyridin-3-yl)-{1-[2-(tert-butyl-dimethyl-silanyloxy)-1,1-dimethyl-ethyl]-7-fluoro-1H-pyrrolo[3,2-c]pyridin-3-yl}-methanone), C1(CC1)C1=NN(C=C1)CC(=O)O ((3-cyclopropyl-pyrazol-1-yl)-acetic acid), CCN(C(C)C)C(C)C (DIPEA), C(CC)P1(OP(OP(O1)(=O)CCC)(=O)CCC)=O (T3P). Run in C1CCOC1 (THF). Conditions: temperature 25 celsius, time 18 hour. The product is C(C)(C)(C)[Si](OCC(C)(C)N1C=C(C=2C=NC=C(C21)F)C(=O)C=2C=C(C=NC2)NC(CN2N=C(C=C2)C2CC2)=O)(C)C (N-(5-{1-[2-(tert-Butyl-dimethyl-silanyloxy)-1,1-dimethyl-ethyl]-7-fluoro-1H-pyrrolo[3,2-c]pyridine-3-carbonyl}-pyridin-3-yl)-2-(3-cyclopropyl-pyrazol-1-yl)-acetamide), solid. Isolated yield 91.0%. RXN SMILES: [NH2:1][C:2]1[CH:3]=[C:4]([C:8]([C:10]2[C:14]3[CH:15]=[N:16][CH:17]=[C:18]([F:19])[C:13]=3[N:12]([C:20]([CH3:31])([CH3:30])[CH2:21][O:22][Si:23]([C:26]([CH3:29])([CH3:28])[CH3:27])([CH3:25])[CH3:24])[CH:11]=2)=[O:9])[CH:5]=[N:6][CH:7]=1.[CH:32]1([C:35]2[CH:39]=[CH:38][N:37]([CH2:40][C:41](O)=[O:42])[N:36]=2)[CH2:34][CH2:33]1.CCN(C(C)C)C(C)C.C(P1(=O)OP(CCC)(=O)OP(CCC)(=O)O1)CC>C1COCC1>[C:26]([Si:23]([CH3:24])([CH3:25])[O:22][CH2:21][C:20]([N:12]1[C:13]2[C:18]([F:19])=[CH:17][N:16]=[CH:15][C:14]=2[C:10]([C:8]([C:4]2[CH:3]=[C:2]([NH:1][C:41](=[O:42])[CH2:40][N:37]3[CH:38]=[CH:39][C:35]([CH:32]4[CH2:33][CH2:34]4)=[N:36]3)[CH:7]=[N:6][CH:5]=2)=[O:9])=[CH:11]1)([CH3:31])[CH3:30])([CH3:29])([CH3:28])[CH3:27]. Reported procedure: To a solution of (5-amino-pyridin-3-yl)-{1-[2-(tert-butyl-dimethyl-silanyloxy)-1,1-dimethyl-ethyl]-7-fluoro-1H-pyrrolo[3,2-c]pyridin-3-yl}-methanone (Preparation 29, 35 mg, 79 μmol), (3-cyclopropyl-pyrazol-1-yl)-acetic acid (17.74 mg, 106 μmol) and DIPEA (48.97 μL, 277 μmol) in THF (3 mL), T3P (166 μL, 277 μmol) was added and the mixture stirred at 25° C. for 18 hours. The reaction was evaporated under reduced pressure, the residue partitioned between water and ethyl acetate, the organic extract... Starting materials: NC1CCN(CC1)C (4-amino-1-methylpiperidine), CO (MeOH), C(C)C=1C=NC(=NC1)N1CCC(CC1)ON=C1CCN(CC1)C1=CC(=C(C=C1F)CC(=O)O)F ((4-{4-[1-(5-Ethyl-pyrimidin-2-yl)-piperidin-4-yloxyimino]-piperidin-1-yl}-2,5-difluoro-phenyl)-acetic acid), C=1C=CC2=C(C1)N=NN2O (HOBt). Solvent: ClCCCl (DCE), C(CCl)Cl (EDC). Run at time 16 hour. Product: C(C)C=1C=NC(=NC1)N1CCC(CC1)ON=C1CCN(CC1)C1=CC(=C(C=C1F)CC(=O)NC1CCN(CC1)C)F (2-(4-{4-[1-(5-ethyl-pyrimidin-2-yl)-piperidin-4-yloxyimino]-piperidin-1-yl}-2,5-difluoro-phenyl)-N-(1-methyl-piperidin-4-yl)-acetamide). Reaction SMILES: [CH2:1]([C:3]1[CH:4]=[N:5][C:6]([N:9]2[CH2:14][CH2:13][CH:12]([O:15][N:16]=[C:17]3[CH2:22][CH2:21][N:20]([C:23]4[C:28]([F:29])=[CH:27][C:26]([CH2:30][C:31]([OH:33])=O)=[C:25]([F:34])[CH:24]=4)[CH2:19][CH2:18]3)[CH2:11][CH2:10]2)=[N:7][CH:8]=1)[CH3:2].[NH2:35][CH:36]1[CH2:41][CH2:40][N:39]([CH3:42])[CH2:38][CH2:37]1.C1C=CC2N(O)N=NC=2C=1.CO>ClCCCl>[CH2:1]([C:3]1[CH:4]=[N:5][C:6]([N:9]2[CH2:10][CH2:11][CH:12]([O:15][N:16]=[C:17]3[CH2:22][CH2:21][N:20]([C:23]4[C:28]([F:29])=[CH:27][C:26]([CH2:30][C:31]([NH:35][CH:36]5[CH2:41][CH2:40][N:39]([CH3:42])[CH2:38][CH2:37]5)=[O:33])=[C:25]([F:34])[CH:24]=4)[CH2:19][CH2:18]3)[CH2:13][CH2:14]2)=[N:7][CH:8]=1)[CH3:2]. Procedure details: Compound 77e (9 mg, 0.019 mmol) was dissolved in DCE (0.5 mL) and 4-amino-1-methylpiperidine (0.01 mL) was added followed by HOBt (4 mg, 0.03 mmol) and EDC (12 mg, 0.06 mmol) and stirred at r.t. for 16 h. MeOH was added and the mixture purified by HPLC to give 2-(4-{4-[1-(5-ethyl-pyrimidin-2-yl)-piperidin-4-yloxyimino]-piperidin-1-yl}-2,5-difluoro-phenyl)-N-(1-methyl-piperidin-4-yl)-acetamide 77-1. LC-MS 570.2 (MFE). Reactants: ClC1=C(OCC2=NC=CC=C2)C=CC(=C1)[N+](=O)[O-] (2-(2-chloro-4-nitro-phenoxymethyl)-pyridine), CCOC(=O)C (EtOAc). The reagents and catalysts are [Fe] (iron). Run in C(C)(=O)O (acetic acid). Yields the product ClC=1C=C(C=CC1OCC1=NC=CC=C1)N (3-Chloro-4-(pyridin-2-ylmethoxy)-phenylamine). Isolated yield 45.2%. As a reaction SMILES: [Cl:1][C:2]1[CH:15]=[C:14]([N+:16]([O-])=O)[CH:13]=[CH:12][C:3]=1[O:4][CH2:5][C:6]1[CH:11]=[CH:10][CH:9]=[CH:8][N:7]=1.CCOC(C)=O>C(O)(=O)C.[Fe]>[Cl:1][C:2]1[CH:15]=[C:14]([NH2:16])[CH:13]=[CH:12][C:3]=1[O:4][CH2:5][C:6]1[CH:11]=[CH:10][CH:9]=[CH:8][N:7]=1. Procedure details: 2-(2-chloro-4-nitro-phenoxymethyl)-pyridine (8 g, 30.2 mmol, 1 equiv) and 8.44 g iron (151.1 mmol, 5 equiv) were mixed in 100 mL acetic acid and 50 mL EtOAc and were stirred at rt overnight. The reaction mixture was filtered through a pad of Celite®. The filtrate was concentrated in vacuo and neutralized with saturated Na2CO3 solution. The solution was extracted with EtOAc and the organic layer was washed with brine and concentrated in vacuo. The resulting crude material was purified by flash ch... Reactants: C(C)(C)(C)OC(COC1=CC=CC=2C1=CC=C1N=C3C=CC=C(C3=NC21)C(NCCN(C)C)=O)=O ([11-(2-dimethylamino-ethylcarbamoyl)-benzo[a]phenazin-4-yloxy]-acetic acid tert-butyl ester), FC(C(=O)O)(F)F (trifluoroacetic acid). Run in ClCCl (dichloromethane). Reaction conditions: time 4 hour. Yields the product FC(C(=O)O)(F)F.CN(CCNC(=O)C1=CC=CC2=NC3=CC=C4C(=C3N=C12)C=CC=C4OCC(=O)O)C ([11-(2-dimethylamino-ethylcarbamoyl)-benzo[a]phenazin-4-yloxy]-acetic acid trifluoracetate salt). RXN SMILES: C([O:5][C:6](=[O:35])[CH2:7][O:8][C:9]1[C:14]2=[CH:15][CH:16]=[C:17]3[C:26]([N:25]=[C:24]4[C:19]([CH:20]=[CH:21][CH:22]=[C:23]4[C:27](=[O:34])[NH:28][CH2:29][CH2:30][N:31]([CH3:33])[CH3:32])=[N:18]3)=[C:13]2[CH:12]=[CH:11][CH:10]=1)(C)(C)C.[F:36][C:37]([F:42])([F:41])[C:38]([OH:40])=[O:39]>ClCCl>[F:36][C:37]([F:42])([F:41])[C:38]([OH:40])=[O:39].[CH3:32][N:31]([CH3:33])[CH2:30][CH2:29][NH:28][C:27]([C:23]1[C:24]2[C:19](=[N:18][C:17]3[C:26]([N:25]=2)=[C:13]2[CH:12]=[CH:11][CH:10]=[C:9]([O:8][CH2:7][C:6]([OH:35])=[O:5])[C:14]2=[CH:15][CH:16]=3)[CH:20]=[CH:21][CH:22]=1)=[O:34] |f:3.4|. Procedure details: To a solution of [11-(2-dimethylamino-ethylcarbamoyl)-benzo[a]phenazin-4-yloxy]-acetic acid tert-butyl ester (18 mg) in dry dichloromethane (1 mL) was added trifluoroacetic acid (1 mL). After stirring for 4 hours the solvent was removed in vacuo to yield crude product. This was triturated with ether to yield the title compound as a yellow solid (10 mg).